Dataset: the Open Reaction Database (ORD), a public repository of structured organic reaction records. Task: describe an organic reaction: reactants, conditions, products, and yield The reactants are N1CCOCC1 (morpholine), OCC1OC2(OC1)CCN(CC2)CCC2=CC=CC=C2 (2-hydroxymethyl-8-phenethyl-1,4-dioxa-8-azaspiro[4,5]decane), Compound, C1(=CC=C(C=C1)S(=O)(=O)O)C (Para Toluenesulfonic Acid). The solvent is C1(=CC=CC=C1)C (toluene). Yields the product N1(CCOCC1)CC1OC2(OC1)CCN(CC2)CCC2=CC=CC=C2 (2-(morpholin-4-yl)methyl-8-phenethyl-1,4-dioxa-8-azaspiro[4,5]decane). Reaction SMILES: O[CH2:2][CH:3]1[CH2:7][O:6][C:5]2([CH2:12][CH2:11][N:10]([CH2:13][CH2:14][C:15]3[CH:20]=[CH:19][CH:18]=[CH:17][CH:16]=3)[CH2:9][CH2:8]2)[O:4]1.C1(C)C=CC(S(O)(=O)=O)=CC=1.[NH:32]1[CH2:37][CH2:36][O:35][CH2:34][CH2:33]1>C1(C)C=CC=CC=1>[N:32]1([CH2:2][CH:3]2[CH2:7][O:6][C:5]3([CH2:8][CH2:9][N:10]([CH2:13][CH2:14][C:15]4[CH:16]=[CH:17][CH:18]=[CH:19][CH:20]=4)[CH2:11][CH2:12]3)[O:4]2)[CH2:37][CH2:36][O:35][CH2:34][CH2:33]1. Procedure details: 2-hydroxymethyl-8-phenethyl-1,4-dioxa-8-azaspiro[4,5]decane (Compound 1.50 gm, 0.18 mole), Para Toluenesulfonic Acid (PTSA, 3.5 gms) was dissolved in toluene (300 ml) at 28° C. To this was added 18.5 gm of morpholine drop wise with continuous stirring, continued the stirring for 13 hrs at reflux temperature. Toluene was distilled under vacuum to get a semi-solid with brick red color. The yield of the product was 90%. Reactants: [H-].[Al+3].[Li+].[H-].[H-].[H-] (lithium aluminum hydride), FC1=C(C=CC(=C1)F)[C@@](CN1N=CN=C1)([C@@H](C1CO1)C)O ((2R*,3R*)-2-(2,4-difluorophenyl)-4,5-epoxy-3-methyl-1-(1H-1,2,4-triazol-1-yl)-2-pentanol), O (water). Run in C(C)OCC (diethyl ether). Reaction conditions: time 1 hour. The product is FC1=C(C=CC(=C1)F)[C@@](CN1N=CN=C1)([C@@H]([C@H](C)O)C)O ((2R*,3R*,4S*)-2-(2,4-Difluorophenyl)-3-methyl-1-(1H-1,2,4-triazol-1-yl)-2,4-pentanediol). Yield: 76.9%. As a reaction SMILES: [H-].[Al+3].[Li+].[H-].[H-].[H-].[F:7][C:8]1[CH:13]=[C:12]([F:14])[CH:11]=[CH:10][C:9]=1[C@:15]([OH:27])([C@H:22]([CH3:26])[CH:23]1[O:25][CH2:24]1)[CH2:16][N:17]1[CH:21]=[N:20][CH:19]=[N:18]1.O>C(OCC)C>[F:7][C:8]1[CH:13]=[C:12]([F:14])[CH:11]=[CH:10][C:9]=1[C@:15]([OH:27])([C@H:22]([CH3:26])[C@@H:23]([OH:25])[CH3:24])[CH2:16][N:17]1[CH:21]=[N:20][CH:19]=[N:18]1 |f:0.1.2.3.4.5|. Procedure: 53 mg (1.40 mmole) of lithium aluminum hydride were added, under an atmosphere of nitrogen, to a solution of 207 mg (0.70 mmole) of (2R*,3R*)-2-(2,4-difluorophenyl)-4,5-epoxy-3-methyl-1-(1H-1,2,4-triazol-1-yl)-2-pentanol [about a 3:1 mixture of isomers at the C4 position, prepared as described in Preparation 3] in 4 ml of diethyl ether, whilst ice-cooling and stirring. Ten minutes later the reaction mixture was heated under reflux, and this was continued for 1 hour. At the end of this time, the ...